This data is from the Open Reaction Database (ORD), a public repository of structured organic reaction records. The task is: describe an organic reaction: reactants, conditions, products, and yield The reactants are FC=1C=CC(=C2CC[C@H](C12)OC1=CC2=C([C@@H](CO2)CC(=O)OC)C=C1)B1OC(C(O1)(C)C)(C)C (methyl 2-((S)-6-((R)-7-fluoro-4-(4,4,5,5-tetramethyl-1,3,2-dioxaborolan-2-yl)-2,3-dihydro-1H-inden-1-yloxy)-2,3-dihydrobenzofuran-3-yl)acetate), BrC1=C(C=C(OCC2(COC2)C)C=C1C)C (3-((4-bromo-3,5-dimethylphenoxy)methyl)-3-methyloxetane), [O-]P(=O)([O-])[O-].[K+].[K+].[K+] (K3PO4). Run in C1(=CC=CC=C1)C (toluene). Run at temperature 100 celsius, time 4 hour. The product is CC1=C(C(=CC(=C1)OCC1(COC1)C)C)C1=C2CC[C@H](C2=C(C=C1)F)OC1=CC2=C([C@@H](CO2)CC(=O)OC)C=C1 (Methyl 2-((S)-6-((R)-4-(2,6-dimethyl-4-((3-methyloxetan-3-yl)methoxy)phenyl)-7-fluoro-2,3-dihydro-1H-inden-1-yloxy)-2,3-dihydrobenzofuran-3-yl)acetate). Reaction SMILES: [F:1][C:2]1[CH:3]=[CH:4][C:5](B2OC(C)(C)C(C)(C)O2)=[C:6]2[C:10]=1[C@H:9]([O:11][C:12]1[CH:25]=[CH:24][C:15]3[C@H:16]([CH2:19][C:20]([O:22][CH3:23])=[O:21])[CH2:17][O:18][C:14]=3[CH:13]=1)[CH2:8][CH2:7]2.Br[C:36]1[C:48]([CH3:49])=[CH:47][C:39]([O:40][CH2:41][C:42]2([CH3:46])[CH2:45][O:44][CH2:43]2)=[CH:38][C:37]=1[CH3:50].[O-]P([O-])([O-])=O.[K+].[K+].[K+]>C1(C)C=CC=CC=1>[CH3:50][C:37]1[CH:38]=[C:39]([O:40][CH2:41][C:42]2([CH3:46])[CH2:45][O:44][CH2:43]2)[CH:47]=[C:48]([CH3:49])[C:36]=1[C:5]1[CH:4]=[CH:3][C:2]([F:1])=[C:10]2[C:6]=1[CH2:7][CH2:8][C@H:9]2[O:11][C:12]1[CH:25]=[CH:24][C:15]2[C@H:16]([CH2:19][C:20]([O:22][CH3:23])=[O:21])[CH2:17][O:18][C:14]=2[CH:13]=1 |f:2.3.4.5|. Reported procedure: In a microwave vial methyl 2-((S)-6-((R)-7-fluoro-4-(4,4,5,5-tetramethyl-1,3,2-dioxaborolan-2-yl)-2,3-dihydro-1H-inden-1-yloxy)-2,3-dihydrobenzofuran-3-yl)acetate (500 mg), 3-((4-bromo-3,5-dimethylphenoxy)methyl)-3-methyloxetane (450 mg), K3PO4 (450 mg) are suspended in toluene (2.5 mL) and water (250 μL) and purged for 10 minutes with argon. Palladium-(II)-acetate (12 mg) and dicyclohexyl(2′,6′-dimethoxybiphenyl-2-yl)phosphine (S-Phos) (44 mg) are added, the vial is sealed and the mixture is st... Starting materials: C(CC)C1=NN=NN1 (5-propyl-1H-tetrazole), N(=[N+]=[N-])C[C@@H]1CN(C(O1)=O)C1=CC(=C(C(=C1)F)C=1CCS(CC1)(=O)=O)F ((5S)-5-(Azidomethyl)-3-[4-(1,1-dioxo-3,6-dihydro-2H-thiopyran-4-yl)-3,5-difluorophenyl]-1,3-oxazolidin-2-one). The product is O=S1(CCC(=CC1)C1=C(C=C(C=C1F)N1C(O[C@H](C1)CN1N=C(N=N1)CCC)=O)F)=O ((5R)-3-[4-(1,1-Dioxo-3,6-dihydro-2H-thiopyran-4-yl)-3,5-difluorophenyl]-5-[(5-propyl-2H-tetrazol-2-yl)methyl]oxazolidin-2-one), solid. As a reaction SMILES: [CH2:1]([C:4]1[NH:8][N:7]=[N:6][N:5]=1)[CH2:2][CH3:3].N([CH2:12][C@H:13]1[O:17][C:16](=[O:18])[N:15]([C:19]2[CH:24]=[C:23]([F:25])[C:22]([C:26]3[CH2:27][CH2:28][S:29](=[O:33])(=[O:32])[CH2:30][CH:31]=3)=[C:21]([F:34])[CH:20]=2)[CH2:14]1)=[N+]=[N-]>>[O:33]=[S:29]1(=[O:32])[CH2:28][CH:27]=[C:26]([C:22]2[C:23]([F:25])=[CH:24][C:19]([N:15]3[CH2:14][C@H:13]([CH2:12][N:6]4[N:7]=[N:8][C:4]([CH2:1][CH2:2][CH3:3])=[N:5]4)[O:17][C:16]3=[O:18])=[CH:20][C:21]=2[F:34])[CH2:31][CH2:30]1. Reported procedure: This compound was prepared from 5-propyl-1H-tetrazole (0.187 g, 1.67 mmol) and (5R)-3-[4-(1,1-dioxo-3,6-dihydro-2H-thiopyran-4-yl)-3,5-difluorophenyl]-5-(hydroxymethyl)oxazolidin-2-one (WO 01/81350 A1) (0.30 g, 0.84 mmol) as described for Example 29. The title compound was obtained as a colourless solid (0.25 g). Yield: 93.0%. Reaction SMILES: [CH3:1][C@H:2]1[C@@:6]([CH2:8][CH2:9][CH3:10])([OH:7])[CH2:5][CH2:4][NH:3]1.F[C:12]1[CH:19]=[CH:18][C:15]([C:16]#[N:17])=[CH:14][C:13]=1[C:20]([F:23])([F:22])[F:21].C(=O)([O-])[O-].[Li+].[Li+]>>[OH:7][C@@:6]1([CH2:8][CH2:9][CH3:10])[CH2:5][CH2:4][N:3]([C:12]2[CH:19]=[CH:18][C:15]([C:16]#[N:17])=[CH:14][C:13]=2[C:20]([F:21])([F:23])[F:22])[C@H:2]1[CH3:1] |f:2.3.4|. The reactants are C([O-])([O-])=O.[Li+].[Li+] (lithium carbonate), C[C@@H]1NCC[C@@]1(O)CCC ((2S,3S)-2-methyl-3-propylpyrrolidin-3-ol), FC1=C(C=C(C#N)C=C1)C(F)(F)F (4-fluoro-3-(trifluoromethyl)benzonitrile). Yields the product O[C@@]1([C@@H](N(CC1)C1=C(C=C(C#N)C=C1)C(F)(F)F)C)CCC (4-[(2S,3S)-3-hydroxy-2-methyl-3-propylpyrrolidin-1-yl]-3-(trifluoromethyl)benzonitrile), oil. Procedure: By an operation in the same manner as in Example 1 and using (2S,3S)-2-methyl-3-propylpyrrolidin-3-ol 0.5 oxalate (250 mg), 4-fluoro-3-(trifluoromethyl)benzonitrile (499 mg) and lithium carbonate (195 mg), the title compound was obtained as colorless oil (yield: 383 mg, yield: 93%). The solvent is O (water), CO (methanol). Conditions: time 8 hour. Yield: 29.0%. RXN SMILES: I([O-])(=O)(=O)=[O:2].[Na+].[CH2:7]([S:9][CH2:10][CH2:11][CH2:12][O:13][C:14]1[CH:38]=[CH:37][C:17]([C:18]([N:20]2[CH2:25][CH2:24][CH:23]([N:26]3[C:36]4[C:31](=[CH:32][CH:33]=[CH:34][CH:35]=4)[CH2:30][CH2:29][C:27]3=[O:28])[CH2:22][CH2:21]2)=[O:19])=[CH:16][CH:15]=1)[CH3:8]>O.CO>[CH2:7]([S:9]([CH2:10][CH2:11][CH2:12][O:13][C:14]1[CH:38]=[CH:37][C:17]([C:18]([N:20]2[CH2:21][CH2:22][CH:23]([N:26]3[C:36]4[C:31](=[CH:32][CH:33]=[CH:34][CH:35]=4)[CH2:30][CH2:29][C:27]3=[O:28])[CH2:24][CH2:25]2)=[O:19])=[CH:16][CH:15]=1)=[O:2])[CH3:8] |f:0.1|. Procedure details: Sodium metaperiodate (0.28 g) is dissolved in water (4 ml) and thereto is added a solution of 1-{1-[4-(3-ethylthiopropoxy)benzoyl]-4-piperidinyl}-3,4-dihydrocarbostyril (0.4 g) in methanol (15 ml) and the mixture is stirred at room temperature overnight. The reaction mixture is concentrated and the residue is extracted with chloroform. The extract is dried with magnesium sulfate and the solvent is distilled off. The resulting residue is purified by silica gel column chromatography (solvent: n-he... Yields the product C(C)S(=O)CCCOC1=CC=C(C(=O)N2CCC(CC2)N2C(=O)CCC3=CC=CC=C23)C=C1 (1-{1-[4-(3-ethylsulfinylpropoxy)benzoyl]-4-piperidinyl]-3,4-dihydrocarbostyril). Starting materials: I(=O)(=O)(=O)[O-].[Na+] (Sodium metaperiodate), C(C)SCCCOC1=CC=C(C(=O)N2CCC(CC2)N2C(=O)CCC3=CC=CC=C23)C=C1 (1-{1-[4-(3-ethylthiopropoxy)benzoyl]-4-piperidinyl}-3,4-dihydrocarbostyril). Reactants: BrC=1C(=NC=CC1)C1CN(C1)C(=O)OC(C)(C)C (tert-butyl 3-(3-bromopyridin-2-yl)azetidine-1-carboxylate), Cl (HCl). The solvent is CO (methanol). Run at time 92 hour. Product: Cl.N1CC(C1)C1=NC=CC=C1Br (2-(azetidin-3-yl)-3-bromopyridine hydrochloride). Isolated yield 108.6%. RXN SMILES: [Br:1][C:2]1[C:3]([CH:8]2[CH2:11][N:10](C(OC(C)(C)C)=O)[CH2:9]2)=[N:4][CH:5]=[CH:6][CH:7]=1.[ClH:19]>CO>[ClH:19].[NH:10]1[CH2:9][CH:8]([C:3]2[C:2]([Br:1])=[CH:7][CH:6]=[CH:5][N:4]=2)[CH2:11]1 |f:3.4|. Procedure details: To a solution of tert-butyl 3-(3-bromopyridin-2-yl)azetidine-1-carboxylate (3) (266 g, 0.849 mol, 1 eq.) in methanol (6 L) was added concentrated HCl (350 mL, 4.2 mol, 4.95 eq.) and the resulting mixture was stirred at RT for 92 hrs. The mixture was concentrated and dried using a rotavapor to obtain 230 g of 2-(azetidin-3-yl)-3-bromopyridine hydrochloride (4). Reactants: COC=1C(C(=C(C(C1OC)=O)C)CCCCCCCCCCO)=O (2,3-dimethoxy-5-methyl-6-(10'-hydroxydecyl)-1,4-benzoquinone), C(C)(=O)OC(C)=O (acetic anhydride). The solvent is O (water), N1=CC=CC=C1 (pyridine). Reaction conditions: time 1 hour. Product: COC=1C(C(=C(C(C1OC)=O)C)CCCCCCCCCCOC(C)=O)=O (2,3-dimethoxy-5-methyl-6-(10'-acetoxydecyl)-1,4-benzoquinone). RXN SMILES: [CH3:1][O:2][C:3]1[C:4](=[O:24])[C:5]([CH2:13][CH2:14][CH2:15][CH2:16][CH2:17][CH2:18][CH2:19][CH2:20][CH2:21][CH2:22][OH:23])=[C:6]([CH3:12])[C:7](=[O:11])[C:8]=1[O:9][CH3:10].[C:25](OC(=O)C)(=[O:27])[CH3:26]>N1C=CC=CC=1.O>[CH3:1][O:2][C:3]1[C:4](=[O:24])[C:5]([CH2:13][CH2:14][CH2:15][CH2:16][CH2:17][CH2:18][CH2:19][CH2:20][CH2:21][CH2:22][O:23][C:25](=[O:27])[CH3:26])=[C:6]([CH3:12])[C:7](=[O:11])[C:8]=1[O:9][CH3:10]. Procedure details: To a cooled, well stirred solution of 2,3-dimethoxy-5-methyl-6-(10'-hydroxydecyl)-1,4-benzoquinone (formula IV-2 wherein R=H3CO, n=8, in the free form) (0.3 part) in pyridine (1 volume part) was added acetic anhydride (0.1 volume part). After stirring at room temperature for 1 hour, the mixture was diluted with water, and the aqueous solution as extracted with diethyl ether. The extract was washed successively with water, dilute hydrochloric acid, water, saturated aqueous sodium hydrogen carbona...